From a dataset of the Open Reaction Database (ORD), a public repository of structured organic reaction records. describe an organic reaction: reactants, conditions, products, and yield Reactants: COC(C[C@@H]1COC2=C1C=CC(=C2)O[C@@H]2CCC1=C(C=CC(=C21)F)B2OC(C(O2)(C)C)(C)C)=O ({(S)-6-[(R)-7-fluoro-4-(4,4,5,5-tetramethyl-[1,3,2]dioxaborolan-2-yl)-indan-1-yloxy]-2,3-dihydro-benzofuran-3-yl}-acetic acid methyl ester), BrC1=C(C=C(C=C1C)C1=NC(=NC(=C1)C)C)C (4-(4-bromo-3,5-dimethyl-phenyl)-2,6-dimethyl-pyrimidine), BrC1=C2CC[C@H](C2=C(C=C1)F)OC1=CC2=C([C@@H](CO2)CC(=O)OC)C=C1 (Methyl 2-((S)-6-((R)-4-bromo-7-fluoro-2,3-dihydro-1H-inden-1-yloxy)-2,3-dihydrobenzofuran-3-yl)acetate). Yields the product COC(C[C@@H]1COC2=C1C=CC(=C2)O[C@@H]2CCC1=C(C=CC(=C21)F)C2=C(C=C(C=C2C)C2=NC(=NC(=C2)C)C)C)=O ({(S)-6-[(R)-4-(2,6-Dimethyl-4-(2,6-dimethyl-pyrimidin-4-yl)-phenyl)-7-fluoro-indan-1-yloxy]-2,3-dihydro-benzofuran-3-yl}-acetic acid methyl ester). Reaction SMILES: [CH3:1][O:2][C:3](=[O:34])[CH2:4][C@H:5]1[C:9]2[CH:10]=[CH:11][C:12]([O:14][C@H:15]3[C:23]4[C:18](=[C:19](B5OC(C)(C)C(C)(C)O5)[CH:20]=[CH:21][C:22]=4[F:24])[CH2:17][CH2:16]3)=[CH:13][C:8]=2[O:7][CH2:6]1.Br[C:36]1[C:41]([CH3:42])=[CH:40][C:39]([C:43]2[CH:48]=[C:47]([CH3:49])[N:46]=[C:45]([CH3:50])[N:44]=2)=[CH:38][C:37]=1[CH3:51].BrC1C=CC(F)=C2C=1CC[C@H]2OC1C=CC2[C@H](CC(OC)=O)COC=2C=1>>[CH3:1][O:2][C:3](=[O:34])[CH2:4][C@H:5]1[C:9]2[CH:10]=[CH:11][C:12]([O:14][C@H:15]3[C:23]4[C:18](=[C:19]([C:36]5[C:37]([CH3:51])=[CH:38][C:39]([C:43]6[CH:48]=[C:47]([CH3:49])[N:46]=[C:45]([CH3:50])[N:44]=6)=[CH:40][C:41]=5[CH3:42])[CH:20]=[CH:21][C:22]=4[F:24])[CH2:17][CH2:16]3)=[CH:13][C:8]=2[O:7][CH2:6]1. Procedure details: The title compound is prepared from {(S)-6-[(R)-7-fluoro-4-(4,4,5,5-tetramethyl-[1,3,2]dioxaborolan-2-yl)-indan-1-yloxy]-2,3-dihydro-benzofuran-3-yl}-acetic acid methyl ester and 4-(4-bromo-3,5-dimethyl-phenyl)-2,6-dimethyl-pyrimidine following a procedure analogous to that described in Step 5 of Intermediate 1. LC (method 9): tR=1.24 min; Mass spectrum (ESI+): m/z=553 [M+H]+.